Dataset: the Open Reaction Database (ORD), a public repository of structured organic reaction records. Task: describe an organic reaction: reactants, conditions, products, and yield Starting materials: C(C1=CC=CC=C1)OCCN=C=O (2-benzyloxy-ethylisocyanate), N(CCO)CCO (diethanolamine). The solvent is ClCCl (dichloromethane). Product: C(C1=CC=CC=C1)OCCNC(=O)N(CCO)CCO (N-(2-benzyloxyethyl)-N',N'-di-(2-hydroxyethyl)-urea). The yield is 74.2%. As a reaction SMILES: [CH2:1]([O:8][CH2:9][CH2:10][N:11]=[C:12]=[O:13])[C:2]1[CH:7]=[CH:6][CH:5]=[CH:4][CH:3]=1.[NH:14]([CH2:18][CH2:19][OH:20])[CH2:15][CH2:16][OH:17]>ClCCl>[CH2:1]([O:8][CH2:9][CH2:10][NH:11][C:12]([N:14]([CH2:18][CH2:19][OH:20])[CH2:15][CH2:16][OH:17])=[O:13])[C:2]1[CH:7]=[CH:6][CH:5]=[CH:4][CH:3]=1. Reported procedure: To 3-benzyloxypropionic acid (129.6 g) in ether (310 ml) and N,N-dimethylformamide (4 ml) was added thionyl chloride (155 ml). The solution was refluxed for 2 hours, and solvents and excess thionyl chloride were removed by evaporation in vacuo. Yield 132 g of 3-Benzyloxypropionic acid chloride as an oil. To an ice cooled solution of the thus prepared acid chloride (132 g) in acetone (450 ml) was added a cold solution of sodium azide (48.5 g) in water (200 ml) at 5° C. After additional stirring a...